This data is from the Open Reaction Database (ORD), a public repository of structured organic reaction records. The task is: describe an organic reaction: reactants, conditions, products, and yield Yields the product BrC1=CSC2=C1CC1CN(CC21)C(C)C2=CC=CC=C2 (6-Bromo-2-(1-phenyl-ethyl)-1,2,3,3a,7,7a-hexahydro-4-thia-2-aza-cyclopenta[α]pentalene). Isolated yield 74.6%. Run at time 30 minute. Procedure: t-Butylaminoborane (1080 mg, 12.42 mmol) was added to a suspension of AlCl3 (828 mg, 6.21 mmol) in 30 mL of dichloromethane at 0° C. and the reaction mixture was allowed to come to room temperature and stirred for 30 minutes. The product from step e) (746 mg, 2.07 mmol) dissolved in 10 mL dichloromethane was added to the borane/AlCl3 reaction mixture and stirred at room temperature for 12 hours. The reaction was quenched with 2 N NaOH to pH=12. The organic phase was separated washed with brine a... As a reaction SMILES: C(NB)(C)(C)C.[Al+3].[Cl-].[Cl-].[Cl-].[Br:11][C:12]1[C:16]2[C:17](=O)[CH:18]3[CH:22]([C:15]=2[S:14][CH:13]=1)[CH2:21][N:20]([CH:23]([C:25]1[CH:30]=[CH:29][CH:28]=[CH:27][CH:26]=1)[CH3:24])[CH2:19]3.B.[Al+3].[Cl-].[Cl-].[Cl-]>ClCCl>[Br:11][C:12]1[C:16]2[CH2:17][CH:18]3[CH:22]([C:15]=2[S:14][CH:13]=1)[CH2:21][N:20]([CH:23]([C:25]1[CH:30]=[CH:29][CH:28]=[CH:27][CH:26]=1)[CH3:24])[CH2:19]3 |f:1.2.3.4,6.7.8.9.10|. Reactants: BrC1=CSC2=C1C(C1CN(CC21)C(C)C2=CC=CC=C2)=O (6-Bromo-2-(1-phenyl-ethyl)-2,3,3a,7a-tetrahydro-1H-4-thia-2-aza-cyclopenta[α]pentalen-7-one), B.[Al+3].[Cl-].[Cl-].[Cl-] (borane AlCl3), C(C)(C)(C)NB (t-Butylaminoborane), [Al+3].[Cl-].[Cl-].[Cl-] (AlCl3). The solvent is ClCCl (dichloromethane), ClCCl (dichloromethane). The reactants are C(C)(=O)O (acetic acid), C(C)(=O)O[BH-](OC(C)=O)OC(C)=O.[Na+] (sodium triacetoxyborohydride), ClC1=CC=C(N)C=C1 (4-Chloroaniline), N1=CC=C(C=C1)C=O (4-pyridinecarboxaldehyde), ClC(C)Cl (dichloroethane). Run in C(C)(=O)OCC (ethyl acetate). Run at time 3 hour. Product: ClC1=CC=C(C=C1)N1CC=C(C=C1)CN (N-(4-Chlorophenyl)-4-(aminomethyl)pyridine). As a reaction SMILES: [Cl:1][C:2]1[CH:8]=[CH:7][C:5]([NH2:6])=[CH:4][CH:3]=1.[N:9]1C=CC(C=O)=CC=1.[C:17](O)(=O)[CH3:18].C(O[BH-](O[C:31](=O)[CH3:32])OC(=O)C)(=O)C.[Na+].Cl[CH:36](Cl)[CH3:37]>C(OCC)(=O)C>[Cl:1][C:2]1[CH:8]=[CH:7][C:5]([N:6]2[CH:32]=[CH:31][C:17]([CH2:18][NH2:9])=[CH:37][CH2:36]2)=[CH:4][CH:3]=1 |f:3.4|. Procedure: 4-Chloroaniline (2.55 g, 20 mmol) and 4-pyridinecarboxaldehyde (1.9 mL, 20 mmol) were dissolved in dichloroethane (80 mL) prior to addition of glacial acetic acid (5 mL). The solution was stirred for 15 minutes before portionwise addition of sodium triacetoxyborohydride (4.23 g, 20 mmol). Analysis by TLC showed the reaction was complete after stirring at room temperature for 3 hours. The reaction was diluted with ethyl acetate, washed several times with 1N NaOH, and dried with sodium sulfate. Ev... Starting materials: solid, BrC=1C=CC=2N(C1)C(=CN2)C2=CC=C(C=C2)F (6-bromo-3-(4-fluorophenyl)-imidazo[1,2-a]pyridine), BrC=1C=CC=2N(C1)C(=CN2)C2=CC=C(C=C2)F (6-bromo-3-(4-fluorophenyl)-imidazo[1,2-a]pyridine), CC1(OB(OC1(C)C)C1=CC=NN1C1=CC=C(C=C1)C(F)(F)F)C (5-(4,4,5,5-tetramethyl-[1,3,2]dioxaborolan-2-yl)-1-(4-trifluoromethyl-phenyl)-1H-pyrazole), CC1(OB(OC1(C)C)C1=CC=NN1C1=CC=C(C=C1)C(F)(F)F)C (5-(4,4,5,5-tetramethyl-[1,3,2]dioxaborolan-2-yl)-1-(4-trifluoromethyl-phenyl)-1H-pyrazole). As a reaction SMILES: Br[C:2]1[CH:3]=[CH:4][C:5]2[N:6]([C:8]([C:11]3[CH:16]=[CH:15][C:14]([F:17])=[CH:13][CH:12]=3)=[CH:9][N:10]=2)[CH:7]=1.CC1(C)C(C)(C)OB([C:26]2[N:30]([C:31]3[CH:36]=[CH:35][C:34]([C:37]([F:40])([F:39])[F:38])=[CH:33][CH:32]=3)[N:29]=[CH:28][CH:27]=2)O1>>[F:17][C:14]1[CH:15]=[CH:16][C:11]([C:8]2[N:6]3[CH:7]=[C:2]([C:26]4[N:30]([C:31]5[CH:32]=[CH:33][C:34]([C:37]([F:38])([F:39])[F:40])=[CH:35][CH:36]=5)[N:29]=[CH:28][CH:27]=4)[CH:3]=[CH:4][C:5]3=[N:10][CH:9]=2)=[CH:12][CH:13]=1. Product: FC1=CC=C(C=C1)C1=CN=C2N1C=C(C=C2)C=2N(N=CC2)C2=CC=C(C=C2)C(F)(F)F (3-(4-Fluoro-phenyl)-6-[2-(4-trifluoromethyl-phenyl)-2H-pyrazol-3-yl]-imidazo[1,2-a]pyridine). Reported procedure: The title compound, white solid (37 mg, 26%), MS (ISP) m/z=423.6 [(M+H)+], mp 147° C., was prepared in accordance with the general method of example 1 from 6-bromo-3-(4-fluoro-phenyl)-imidazo[1,2-a]pyridine (intermediate E) (0.1 mg, 0.34 mmol) and 5-(4,4,5,5-tetramethyl-[1,3,2]dioxaborolan-2-yl)-1-(4-trifluoromethyl-phenyl)-1H-pyrazole (intermediate P) (0.15 g, 0.45 mmol). The reactants are C(C=C)O[C@@H]1CN(C[C@H]1NC(=O)OC(C)(C)C)C(=O)OCC1=CC=CC=C1 (benzyl rel-(3R,4R)-3-(allyloxy)-4-[(tert-butoxycarbonyl)amino]pyrrolidine-1-carboxylate), Cl (HCl), TEA, FC(C=1C=C(C(=O)NCC(=O)O)C=CC1)(F)F ({[3-(trifluoromethyl)benzoyl]amino}acetic acid), C(CCl)Cl (EDC), C=1C=CC2=C(C1)N=NN2O (HOBt). The solvent is CO (MeOH). Run at time 6 hour. Yields the product C(C=C)O[C@@H]1CN(C[C@H]1NC(CNC(C1=CC(=CC=C1)C(F)(F)F)=O)=O)C(=O)OCC1=CC=CC=C1 (benzyl rel-(3R,4R)-3-(allyloxy)-4-[({[3-(trifluoromethyl)benzoyl]amino}acetyl)amino]pyrrolidine-1-carboxylate). Reaction SMILES: [CH2:1]([O:4][C@H:5]1[C@H:9]([NH:10][C:11]([O:13]C(C)(C)C)=O)[CH2:8][N:7]([C:18]([O:20][CH2:21][C:22]2[CH:27]=[CH:26][CH:25]=[CH:24][CH:23]=2)=[O:19])[CH2:6]1)[CH:2]=[CH2:3].Cl.[F:29][C:30]([F:45])([F:44])[C:31]1[CH:32]=[C:33]([CH:41]=[CH:42][CH:43]=1)[C:34]([NH:36][CH2:37]C(O)=O)=[O:35].C(Cl)CCl.C1C=CC2N(O)N=NC=2C=1>CO>[CH2:1]([O:4][C@H:5]1[C@H:9]([NH:10][C:11](=[O:13])[CH2:37][NH:36][C:34](=[O:35])[C:33]2[CH:41]=[CH:42][CH:43]=[C:31]([C:30]([F:29])([F:45])[F:44])[CH:32]=2)[CH2:8][N:7]([C:18]([O:20][CH2:21][C:22]2[CH:23]=[CH:24][CH:25]=[CH:26][CH:27]=2)=[O:19])[CH2:6]1)[CH:2]=[CH2:3]. Procedure details: To the solution of benzyl rel-(3R,4R)-3-(allyloxy)-4-[(tert-butoxycarbonyl)amino]pyrrolidine-1-carboxylate (200 mg, 0.53 mmol) in MeOH (5 mL) was added HCl (4.0 M in 1, 2 dioxane, 15 mL) dropwise. The reaction mixture was stirred at room temperature for 6 h, and the reaction mixture was concentrated under reduced pressure and the crude product was used in the following stop without further purification. The crude product was dissolved in DCM (5 mL). To this solution was added TEA (33.7 mg, 1.61 ... The reactants are COc1ccc(-n2c(=O)n(OCc3ccccc3)c(=O)c3cc(F)c(N4CCCC4)nc32)cc1, C1CCOC1. Yields the product COc1ccc(-n2c(=O)n(O)c(=O)c3cc(F)c(N4CCCC4)nc32)cc1. As a reaction SMILES: [CH2:1]([c:2]1[cH:3][cH:4][cH:5][cH:6][cH:7]1)[O:8][n:9]1[c:10](=[O:34])[n:11](-[c:26]2[cH:27][cH:28][c:29]([O:32][CH3:33])[cH:30][cH:31]2)[c:12]2[c:13]([c:14]1=[O:15])[cH:16][c:17]([F:25])[c:18]([N:20]1[CH2:21][CH2:22][CH2:23][CH2:24]1)[n:19]2.[CH2:35]1[O:36][CH2:37][CH2:38][CH2:39]1>>[OH:8][n:9]1[c:10](=[O:34])[n:11](-[c:26]2[cH:27][cH:28][c:29]([O:32][CH3:33])[cH:30][cH:31]2)[c:12]2[c:13]([c:14]1=[O:15])[cH:16][c:17]([F:25])[c:18]([N:20]1[CH2:21][CH2:22][CH2:23][CH2:24]1)[n:19]2. The reactants are [C-]#N.[Na+] (NaCN), O (water), C1COC2=CC=CC=C2OCCOCCOC3=CC=CC=C3OCCO1 (dibenzo-18-crown-6), BrC1C=CC2=C(CCCCC2)C1=O (2-bromobenzocycloheptan-1-one). Solvent: C1(=CC=CC=C1)C (toluene). Conditions: temperature 90 celsius, time 15 hour. Product: C(#N)C1C=CC2=C(CCCCC2)C1=O (2-cyanobenzocycloheptan-1-one). As a reaction SMILES: Br[CH:2]1[C:12](=[O:13])[C:6]2[CH2:7][CH2:8][CH2:9][CH2:10][CH2:11][C:5]=2[CH:4]=[CH:3]1.[C-:14]#[N:15].[Na+].O.C1OCCOC2C(=CC=CC=2)OCCOCCOC2C(=CC=CC=2)OC1>C1(C)C=CC=CC=1>[C:14]([CH:2]1[C:12](=[O:13])[C:6]2[CH2:7][CH2:8][CH2:9][CH2:10][CH2:11][C:5]=2[CH:4]=[CH:3]1)#[N:15] |f:1.2|. Procedure: 2-cyanobenzocycloheptan-1-one (compound Ia) was prepared by dissolving 2-bromobenzocycloheptan-1-one (30.2 g, 0.126 mol) in toluene (150 mL) in a 500 mL round bottom flask equipped with a condenser. NaCN (18.6g, 0.38 mol), water (50 g), and dibenzo-18-crown-6 (0.5 g) were added to the flask. The reaction mixture was stirred vigorously at 90° C. under a static blanket of nitrogen for 15 hours. The reaction mixture was cooled and washed three times with water (70 mL×2+100 mL). The toluene solution...